Task: describe an organic reaction: reactants, conditions, products, and yield. Dataset: the Open Reaction Database (ORD), a public repository of structured organic reaction records The reactants are BrC=1C=C(C=CC1)S(=O)C=1C=C(SC1[N+](=O)[O-])C#N (4-(3-Bromo-benzenesulfinyl)-5-nitro-thiophene-2-carbonitrile), CCO (EtOH). The reagents and catalysts are [Fe] (iron). Run in C(C)(=O)O (acetic acid). Conditions: temperature 50 celsius, time 8 hour. Yields the product NC1=C(C=C(S1)C#N)SC1=CC(=CC=C1)Br (5-Amino-4-(3-bromo-phenylsulfanyl)-thiophene-2-carbonitrile). The yield is 31.4%. RXN SMILES: [Br:1][C:2]1[CH:3]=[C:4]([S:8]([C:10]2[CH:11]=[C:12]([C:18]#[N:19])[S:13][C:14]=2[N+:15]([O-])=O)=O)[CH:5]=[CH:6][CH:7]=1.CCO>[Fe].C(O)(=O)C>[NH2:15][C:14]1[S:13][C:12]([C:18]#[N:19])=[CH:11][C:10]=1[S:8][C:4]1[CH:5]=[CH:6][CH:7]=[C:2]([Br:1])[CH:3]=1. Procedure details: 4-(3-Bromo-benzenesulfinyl)-5-nitro-thiophene-2-carbonitrile (Example 25: step e; 5.20 g, 15.33 mmol) was dissolved into EtOH (45 mL) and acetic acid (5 mL). The reaction was heated to 50° C. and then iron (4.28 g, 76.69 mmol) was added and the reaction was allowed to heat with stirring overnight. The reaction mixture was filtered through celite which was washed with MeOH and EtOAc to ensure that the product does not remain on the celite. The filtrate was concentrated and then dissolved into EtO... The reactants are CI, CC(C)=O, COc1cc2c(cc1OC)C(C)=NCC2. The product is COc1cc2c(cc1OC)C(C)=[N+](C)CC2, [I-]. As a reaction SMILES: [CH3:16][I:17].[CH3:18][C:19](=[O:20])[CH3:21].[CH3:1][C:2]1=[N:3][CH2:4][CH2:5][c:6]2[cH:7][c:8]([O:14][CH3:15])[c:9]([O:12][CH3:13])[cH:10][c:11]21>>[CH3:1][C:2]1=[N+:3]([CH3:16])[CH2:4][CH2:5][c:6]2[cH:7][c:8]([O:14][CH3:15])[c:9]([O:12][CH3:13])[cH:10][c:11]21.[I-:17]. Starting materials: C(C)C1=CC(=C(C(=O)OC)C=C1)O (methyl 4-ethyl-2-hydroxybenzoate), BrBr (bromine), O (water). Solvent: C(C)(=O)O (acetic acid). Run at time 2 hour. The product is BrC=1C(=CC(=C(C(=O)OC)C1)O)CC (methyl 5-bromo-4-ethyl-2-hydroxybenzoate). Yield: 107.5%. RXN SMILES: [CH2:1]([C:3]1[CH:12]=[CH:11][C:6]([C:7]([O:9][CH3:10])=[O:8])=[C:5]([OH:13])[CH:4]=1)[CH3:2].[Br:14]Br.O>C(O)(=O)C>[Br:14][C:12]1[C:3]([CH2:1][CH3:2])=[CH:4][C:5]([OH:13])=[C:6]([CH:11]=1)[C:7]([O:9][CH3:10])=[O:8]. Procedure details: To a solution of methyl 4-ethyl-2-hydroxybenzoate (1.43 g) in acetic acid (15.0 mL) was added bromine (1.40 g) under ice-cooling, and the mixture was stirred at room temperature for 2 hr under argon atmosphere. To the reaction mixture was added water, the resulting solid was collected by filtration, and dried under reduced pressure to give the title compound (2.21 g) as a mixture with methyl 3,5-dibromo-4-ethyl-2-hydroxybenzoate (2:1). This compound was used in the next step without an additiona... Reactants: Cl.C1(=C(C=CC=C1)NN)C (o-tolylhydrazine hydrochloride), [S-]C#N.[NH4+] (ammonium thiocyanate), C(C)O (ethanol). The solvent is O (water). Yields the product C1(=C(C=CC=C1)NNC(=S)N)C (1-(o-Tolyl)-3-Thiosemicarbazide). As a reaction SMILES: Cl.[C:2]1([CH3:10])[CH:7]=[CH:6][CH:5]=[CH:4][C:3]=1[NH:8][NH2:9].[S-:11][C:12]#[N:13].[NH4+].C(O)C>O>[C:2]1([CH3:10])[CH:7]=[CH:6][CH:5]=[CH:4][C:3]=1[NH:8][NH:9][C:12]([NH2:13])=[S:11] |f:0.1,2.3|. Procedure details: A mixture of 15.9 g. (0.1 moles) of o-tolylhydrazine hydrochloride, 15.2 g. (0.2 moles) of ammonium thiocyanate, 300 ml. of ethanol and 30 ml. of water are heated at reflux temperature for 24 hours, the solvent is removed by distillation at atmospheric pressure, and sufficient water added to cause precipitation. The aqueous suspension is filtered and the solid residue recrystallized from aqueous ethanol affording 15 g. (85%) of 1-(o-tolyl)-3-thiosemicarbazide, m.p. 158°-160° C. Reactants: COC(=O)C1=CC=C(C=C1)C1=CC(=CC=C1)S(=O)(=O)C (3′-Methanesulfonyl-biphenyl-4-carboxylic acid methyl ester), [OH-].[Na+] (sodium hydroxide). Run in CO.O1CCCC1 (methanol tetrahydrofuran). The product is CS(=O)(=O)C=1C=C(C=CC1)C1=CC=C(C=C1)C(=O)O (3′-Methanesulfonyl-biphenyl-4-carboxylic acid). Reaction SMILES: C[O:2][C:3]([C:5]1[CH:10]=[CH:9][C:8]([C:11]2[CH:16]=[CH:15][CH:14]=[C:13]([S:17]([CH3:20])(=[O:19])=[O:18])[CH:12]=2)=[CH:7][CH:6]=1)=[O:4].[OH-].[Na+]>CO.O1CCCC1>[CH3:20][S:17]([C:13]1[CH:12]=[C:11]([C:8]2[CH:9]=[CH:10][C:5]([C:3]([OH:4])=[O:2])=[CH:6][CH:7]=2)[CH:16]=[CH:15][CH:14]=1)(=[O:18])=[O:19] |f:1.2,3.4|. Procedure details: Procedure HH: To a stirring solution of 3′-Methanesulfonyl-biphenyl-4-carboxylic acid methyl ester (1.0 mmol) in 1:1 methanol/tetrahydrofuran (0.15M), add 2N sodium hydroxide (3.0 mmol) and heat to reflux for 1 hour. After this time, remove the heat and concentrate in vacuo. Wash with 1N hydrochloric acid and water while extracting with 10% isopropanol/dichloromethane. Concentrate the organic layer in vacuo to yield the title compound. MS (m/e): 275.1 (M−1) The reactants are Cl, O=C(O)Cc1cc(F)cc(F)c1, CC(N)C(=O)C1(N)C(=O)N(CC(C)(C)C)c2ccccc2N(CC(C)(C)C)C1=O. Product: CC(NC(=O)Cc1cc(F)cc(F)c1)C(=O)C1(N)C(=O)N(CC(C)(C)C)c2ccccc2N(CC(C)(C)C)C1=O. RXN SMILES: [ClH:13].[F:1][c:2]1[cH:3][c:4]([CH2:9][C:10](=[O:11])[OH:12])[cH:5][c:6]([F:8])[cH:7]1.[NH2:14][CH:15]([CH3:16])[C:17](=[O:18])[C:19]1([NH2:42])[C:20](=[O:41])[N:21]([CH2:36][C:37]([CH3:38])([CH3:39])[CH3:40])[c:22]2[c:23]([cH:32][cH:33][cH:34][cH:35]2)[N:24]([CH2:27][C:28]([CH3:29])([CH3:30])[CH3:31])[C:25]1=[O:26]>>[F:1][c:2]1[cH:3][c:4]([CH2:9][C:10](=[O:12])[NH:14][CH:15]([CH3:16])[C:17](=[O:18])[C:19]2([NH2:42])[C:20](=[O:41])[N:21]([CH2:36][C:37]([CH3:38])([CH3:39])[CH3:40])[c:22]3[c:23]([cH:32][cH:33][cH:34][cH:35]3)[N:24]([CH2:27][C:28]([CH3:29])([CH3:30])[CH3:31])[C:25]2=[O:26])[cH:5][c:6]([F:8])[cH:7]1. Reactants: [Cu]I, Ic1ccc(OCCCN2CCCC2)cc1, NC1CCCCC1N, C1COCCO1, c1ccc2[nH]ccc2c1. Yields the product c1ccc2c(c1)ccn2-c1ccc(OCCCN2CCCC2)cc1. RXN SMILES: [Cu:40][I:41].[I:1][c:2]1[cH:3][cH:4][c:5]([O:6][CH2:7][CH2:8][CH2:9][N:10]2[CH2:11][CH2:12][CH2:13][CH2:14]2)[cH:15][cH:16]1.[NH2:26][CH:27]1[CH2:28][CH2:29][CH2:30][CH2:31][CH:32]1[NH2:33].[O:34]1[CH2:35][CH2:36][O:37][CH2:38][CH2:39]1.[nH:17]1[cH:18][cH:19][c:20]2[cH:21][cH:22][cH:23][cH:24][c:25]12>>[c:2]1(-[n:17]2[cH:18][cH:19][c:20]3[cH:21][cH:22][cH:23][cH:24][c:25]23)[cH:3][cH:4][c:5]([O:6][CH2:7][CH2:8][CH2:9][N:10]2[CH2:11][CH2:12][CH2:13][CH2:14]2)[cH:15][cH:16]1.